This data is from the Open Reaction Database (ORD), a public repository of structured organic reaction records. The task is: describe an organic reaction: reactants, conditions, products, and yield The reactants are C(C1=CC=CC=C1)OC=1C(=CC(=C(C(=O)N(C)C)C1)[N+](=O)[O-])F (5-benzyloxy-4-fluoro-N,N-dimethyl-2-nitrobenzamide), C(C)O (ethanol), O (water), [Cl-].[NH4+] (ammonium chloride), reduced iron, resultant mixture. Run in C1CCOC1 (THF). Product: NC1=C(C(=O)N(C)C)C=C(C(=C1)F)OCC1=CC=CC=C1 (2-amino-5-benzyloxy-4-fluoro-N,N-dimethylbenzamide). The yield is 102.5%. RXN SMILES: [CH2:1]([O:8][C:9]1[C:10]([F:23])=[CH:11][C:12]([N+:20]([O-])=O)=[C:13]([CH:19]=1)[C:14]([N:16]([CH3:18])[CH3:17])=[O:15])[C:2]1[CH:7]=[CH:6][CH:5]=[CH:4][CH:3]=1.C(O)C.O.[Cl-].[NH4+]>C1COCC1>[NH2:20][C:12]1[CH:11]=[C:10]([F:23])[C:9]([O:8][CH2:1][C:2]2[CH:7]=[CH:6][CH:5]=[CH:4][CH:3]=2)=[CH:19][C:13]=1[C:14]([N:16]([CH3:18])[CH3:17])=[O:15] |f:3.4|. Reported procedure: To a solution of 5-benzyloxy-4-fluoro-N,N-dimethyl-2-nitrobenzamide (1.06 g) in THF (3 mL) were added ethanol (12 mL) and water (1.5 mL), and to the solution were added ammonium chloride (893 mg) and reduced iron (933 mg). The resultant mixture was heated under reflux for 2 hours, allowed to stand for cooling to room temperature, and filtered through a Celite. The filtrate was concentrated and the residue was diluted with ethyl acetate. The extract was washed with successively with saturated aqu... Starting materials: [N+](=O)([O-])C=1C=C(C=CC1)C1C(=C(NC(=C1C(=O)O)C)C)C(=O)OC (4-(3-nitrophenyl)-2,6-dimethyl-3-methoxycarbonyl-1,4-dihydropyridine-5-carboxylic acid), C1(CCCCC1)N=C=NC1CCCCC1 (dicyclohexylcarbodiimide), C1(=CC=CC2=CC=CC=C12)C=CCCO (4-(1-naphthyl)-3-buten-1-ol). Reagents/catalysts: CN(C1=CC=NC=C1)C (4-dimethylaminopyridine). Solvent: ClC(C)Cl (dichloroethane). The product is [N+](=O)([O-])C=1C=C(C=CC1)C1C(=C(NC(=C1C(=O)OCCC=CC1=CC=CC2=CC=CC=C12)C)C)C(=O)OC (methyl 4-(1-naphthyl)-3-butenyl 4-(3-nitrophenyl)-2,6-dimethyl-1,4-dihydropyridine-3,5-dicarboxylate). Isolated yield 99.0%. Reaction SMILES: [N+:1]([C:4]1[CH:5]=[C:6]([CH:10]2[C:15]([C:16](O)=[O:17])=[C:14]([CH3:19])[NH:13][C:12]([CH3:20])=[C:11]2[C:21]([O:23][CH3:24])=[O:22])[CH:7]=[CH:8][CH:9]=1)([O-:3])=[O:2].C1(N=C=NC2CCCCC2)CCCCC1.[C:40]1([CH:50]=[CH:51][CH2:52][CH2:53][OH:54])[C:49]2[C:44](=[CH:45][CH:46]=[CH:47][CH:48]=2)[CH:43]=[CH:42][CH:41]=1>CN(C)C1C=CN=CC=1.ClC(Cl)C>[N+:1]([C:4]1[CH:5]=[C:6]([CH:10]2[C:15]([C:16]([O:54][CH2:53][CH2:52][CH:51]=[CH:50][C:40]3[C:49]4[C:44](=[CH:45][CH:46]=[CH:47][CH:48]=4)[CH:43]=[CH:42][CH:41]=3)=[O:17])=[C:14]([CH3:19])[NH:13][C:12]([CH3:20])=[C:11]2[C:21]([O:23][CH3:24])=[O:22])[CH:7]=[CH:8][CH:9]=1)([O-:3])=[O:2]. Procedure: 332 mg (1 mM) of 4-(3-nitrophenyl)-2,6-dimethyl-3-methoxycarbonyl-1,4-dihydropyridine-5-carboxylic acid, 226 mg (1.1 mM) of dicyclohexylcarbodiimide, 122 mg (1 mM) of 4-dimethylaminopyridine and 238 mg (1.2 mM) of 4-(1-naphthyl)-3-buten-1-ol were dissolved in 10 ml of dichloroethane, and refluxed for 2 hours. After the reaction mixture was chilled, insoluble matters were filtered off. The solvent was evaporated under reduced pressure, and the residue was purified by silica gel chromatography to ... Starting materials: O[C@@H]1C[C@@H](C=C1)O[Si](C)(C)C(C)(C)C ((1R, 3S)-1-Hydroxy-3-(tert-Butyl-dimethylsiloxy)-4-cyclopentene), CCOC(=O)C.CCCCCC (EtOAc Hexane). The product is O[C@H]1C[C@H](C=C1)OC(C(=O)O)CC ((1S, 3R)-1-Hydroxy-3-(ethyl-carboxymethoxy)-4-cyclopentene). The yield is 77.0%. As a reaction SMILES: [OH:1][C@H:2]1[CH:6]=[CH:5][C@@H:4]([O:7][Si](C(C)(C)C)(C)C)[CH2:3]1.CC[O:17][C:18]([CH3:20])=[O:19].[CH3:21][CH2:22]CCCC>>[OH:1][C@@H:2]1[CH:6]=[CH:5][C@H:4]([O:7][CH:20]([CH2:21][CH3:22])[C:18]([OH:17])=[O:19])[CH2:3]1 |f:1.2|. Reported procedure: Compound 14 was subjected to general procedure D. Yield=77%. TLC: Rf=0.29 (10% EtOAc/Hexane). 1H NMR (400 MHz, CDCl3): δ0.05 (s, 6H), 0.90 (s, 9H), 1.25 (t, 3H), 1.60 (m, 1H), 2.65 (m, 1H), 4.10 (s, 2H), 4.20 (q, 2H), 4.55 (m, 1H), 4.65 (m, 1H), 5.95 (m, 2H). Subsequent subjection of the product to general procedure I gave compound 15. Yield=79%. TLC: Rf=0.65 (EtOAc). 1H NMR (400 MHz, CDCl3): δ1.25 (t, 3H), 1.65 (m, 1H), 1.75 (s, 1H), 2.65 (m, 1H), 4.10 (s, 2H), 4.20 (q, 2H), 4.45 (m, 1H), 4.65 ... The reactants are Cl (hydrochloric acid), Cl (hydrochloric acid), FC1=CC=C(N)C=C1 (4-fluoroaniline), C([O-])([O-])=O.[Na+].[Na+] (sodium carbonate), N#CN (cyanamide). Reaction conditions: temperature 87 celsius, time 2 hour. Yields the product C(O)(O)=O.FC1=CC=C(C=C1)NC(=N)N (4-FLUOROPHENYLGUANIDINE CARBONATE). The yield is 118.9%. As a reaction SMILES: Cl.[F:2][C:3]1[CH:9]=[CH:8][C:6]([NH2:7])=[CH:5][CH:4]=1.[N:10]#[C:11][NH2:12].[C:13](=[O:16])([O-:15])[O-:14].[Na+].[Na+]>>[C:13](=[O:14])([OH:16])[OH:15].[F:2][C:3]1[CH:9]=[CH:8][C:6]([NH:7][C:11]([NH2:12])=[NH:10])=[CH:5][CH:4]=1 |f:3.4.5,6.7|. Procedure details: 882 g (747 ml) of 32% hydrochloric acid was added to 1000 g (8.9 mole) of 4-fluoroaniline, the mixture was warmed to 87° C., and 780 ml (9.9 mole) of 50% cyanamide solution was added dropwise thereto over 2 hours. The reaction solution was adjusted to pH 2.4 by adding thereto 120 ml of 32% hydrochloric acid, stirred for 3 hours, and cooled to 60° C. Aqueous sodium carbonate solution (Na2CO3 578 g/water 1640 ml) was added dropwise to the reaction solution over 30 minutes. The reaction mixture was... Starting materials: CO[C@@H]1COCCC1=O ((R)-3-methoxydihydro-2H-pyran-4(3H)-one), CO[C@@H]1COCCC1=O ((R)-3-methoxydihydro-2H-pyran-4(3H)-one), C(C)(=O)O (acetic acid), CO[C@@H]1COCCC1=O ((R)-3-methoxytetrahydro-4H-pyran-4-one), Na(AcO)3BH, C(C)(=O)O (acetic acid), Cl.Cl.N[C@H]1C[C@]2([C@H](OCC2)C1)C(=O)N1CC=2C=C(C=NC2CC1)C(F)(F)F (((3aS,5S,6aR)-5-Aminohexahydro-2H-cyclopenta[b]furan-3a-yl)(3-(trifluoromethyl)-7,8-dihydro-1,6-naphthyridin-6(5H)-yl)methanone dihydrochloride), [BH-](OC(=O)C)(OC(=O)C)OC(=O)C.[Na+] (Na(OAc)3BH). Solvent: ClCCCl (1,2-dichloroethane), ClCCCl.C(Cl)Cl (1,2-dichloroethane CH2Cl2). Conditions: temperature 16 celsius, time 7.5 minute. The product is CO[C@@H]1COCC[C@@H]1N[C@H]1C[C@]2([C@H](OCC2)C1)C(=O)N1CC=2C=C(C=NC2CC1)C(F)(F)F (((3aS,5S,6aR)-5-((3S,4S)-3-Methoxytetrahydro-2H-pyran-4-ylamino)hexahydro-2H-cyclopenta[b]furan-3a-yl)(3-(trifluoromethyl)-7,8-dihydro-1,6-naphthyridin-6(5H)-yl)methanone). As a reaction SMILES: Cl.Cl.[NH2:3][C@@H:4]1[CH2:11][C@H:7]2[O:8][CH2:9][CH2:10][C@@:6]2([C:12]([N:14]2[CH2:23][CH2:22][C:21]3[N:20]=[CH:19][C:18]([C:24]([F:27])([F:26])[F:25])=[CH:17][C:16]=3[CH2:15]2)=[O:13])[CH2:5]1.C(O)(=O)C.[BH-](OC(C)=O)(OC(C)=O)OC(C)=O.[Na+].[CH3:46][O:47][C@H:48]1[C:53](=O)[CH2:52][CH2:51][O:50][CH2:49]1>ClCCCl.C(Cl)Cl.ClCCCl>[CH3:46][O:47][C@H:48]1[C@@H:53]([NH:3][C@@H:4]2[CH2:11][C@H:7]3[O:8][CH2:9][CH2:10][C@@:6]3([C:12]([N:14]3[CH2:23][CH2:22][C:21]4[N:20]=[CH:19][C:18]([C:24]([F:27])([F:26])[F:25])=[CH:17][C:16]=4[CH2:15]3)=[O:13])[CH2:5]2)[CH2:52][CH2:51][O:50][CH2:49]1 |f:0.1.2,4.5,7.8|. Reported procedure: To a mixture of the product of Step K (the free base) (619.7 g, 1.74 mol) in 1,2-dichloroethane/CH2Cl2 (˜10 L) was added acetic acid (glacial, 180 mL) and the mixture was cooled to 16° C. Solid Na(OAc)3BH (463 g, 2.18 mol) was added and the suspension was stirred for 5-10 min. A solution of (R)-3-methoxydihydro-2H-pyran-4(3H)-one (prepared as described in Intermediate 1, 213 g, 1.63 mol) in 1,2-dichloroethane (1.75 L) was added over 20 min and the resulting mixture was stirred at rt overnight. A... The reactants are Brc1ccc(Br)nc1, CN(C)C=O, Oc1cccc(F)c1, [H-], [Na+], O. Product: Fc1cccc(Oc2ccc(Br)cn2)c1. RXN SMILES: [Br:16][c:17]1[n:18][cH:19][c:20]([Br:23])[cH:21][cH:22]1.[CH3:1][N:2]([CH3:3])[CH:4]=[O:5].[F:6][c:7]1[cH:8][c:9]([OH:13])[cH:10][cH:11][cH:12]1.[H-:14].[Na+:15].[OH2:24]>>[F:6][c:7]1[cH:8][c:9]([O:13][c:17]2[n:18][cH:19][c:20]([Br:23])[cH:21][cH:22]2)[cH:10][cH:11][cH:12]1. Isolated yield 81.0%. Procedure: [8-(2-methoxy-5-triflouromethyl-phenyl)-[1,2,4]triazolo[1,5-a]pyridin-2-yl]-[4-(2-morpholin-4-yl-ethoxy)-phenyl]-amine was prepared from 2-chloro-8-(2-methoxy-5-trifluoromethyl-phenyl)-[1,2,4]triazolo[1,5-a]pyridine (0.150 g, 0.5 mmol), and 4-(morpholin-4-yl-ethoxy)-phenylamine (0.130 g, 0.58 mmol) in a manner analogous to Example 2d. Product was isolated as a foam (0.19 g, 81%). 1H NMR (400 MHz, CDCl3, δ, ppm): 8.43 (d, J=6.8 Hz, 1H), 7.96 (s, 1H), 7.68 (d, J=8.9 Hz, 1H), 7.55 (d, J=5.7 Hz, 1H)... The reactants are ClC1=NN2C(C(=CC=C2)C2=C(C=CC(=C2)C(F)(F)F)OC)=N1 (2-chloro-8-(2-methoxy-5-trifluoromethyl-phenyl)-[1,2,4]triazolo[1,5-a]pyridine), N1(CCOCC1)CCOC1=CC=C(C=C1)N (4-(morpholin-4-yl-ethoxy)-phenylamine). Reaction SMILES: Cl[C:2]1[N:22]=[C:5]2[C:6]([C:10]3[CH:15]=[C:14]([C:16]([F:19])([F:18])[F:17])[CH:13]=[CH:12][C:11]=3[O:20][CH3:21])=[CH:7][CH:8]=[CH:9][N:4]2[N:3]=1.[N:23]1([CH2:29][CH2:30][O:31][C:32]2[CH:37]=[CH:36][C:35]([NH2:38])=[CH:34][CH:33]=2)[CH2:28][CH2:27][O:26][CH2:25][CH2:24]1>>[CH3:21][O:20][C:11]1[CH:12]=[CH:13][C:14]([C:16]([F:19])([F:18])[F:17])=[CH:15][C:10]=1[C:6]1[C:5]2[N:4]([N:3]=[C:2]([NH:38][C:35]3[CH:36]=[CH:37][C:32]([O:31][CH2:30][CH2:29][N:23]4[CH2:24][CH2:25][O:26][CH2:27][CH2:28]4)=[CH:33][CH:34]=3)[N:22]=2)[CH:9]=[CH:8][CH:7]=1. Product: COC1=C(C=C(C=C1)C(F)(F)F)C=1C=2N(C=CC1)N=C(N2)NC2=CC=C(C=C2)OCCN2CCOCC2 ([8-(2-methoxy-5-triflouromethyl-phenyl)-[1,2,4]triazolo[1,5-a]pyridin-2-yl]-[4-(2-morpholin-4-yl-ethoxy)-phenyl]-amine), foam. The reactants are CCOC(=O)C1CCCN1, CSc1scc[s+]1, [O-][Cl+3]([O-])([O-])[O-], C1CCOC1. Product: CCOC(=O)C1CCC[N+]1=c1sccs1, [O-][Cl+3]([O-])([O-])[O-]. RXN SMILES: [CH2:1]([CH3:2])[O:3][C:4]([CH:5]1[NH:6][CH2:7][CH2:8][CH2:9]1)=[O:10].[CH3:16][S:17][c:18]1[s+:19][cH:20][cH:21][s:22]1.[Cl+3:11]([O-:12])([O-:13])([O-:14])[O-:15].[O:23]1[CH2:24][CH2:25][CH2:26][CH2:27]1>>[CH2:1]([CH3:2])[O:3][C:4]([CH:5]1[N+:6](=[c:18]2[s:19][cH:20][cH:21][s:22]2)[CH2:7][CH2:8][CH2:9]1)=[O:10].[Cl+3:11]([O-:12])([O-:13])([O-:14])[O-:15].